Dataset: the Open Reaction Database (ORD), a public repository of structured organic reaction records. Task: describe an organic reaction: reactants, conditions, products, and yield The reactants are BrC=1C=C(C(=CC1)C=1C(C(=O)O)=CC(=CC1)Br)C(=O)O (4,4'-dibromodiphenic acid), C1(=C(C=CC=C1)N)N (o-phenylene diamine), 2L, O (water), polyphosphoric acid, anhydride. Run in CS(=O)(=O)O.O=P12OP3(=O)OP(=O)(O1)OP(=O)(O2)O3 (methanesulfonic acid phosphorus pentoxide), polyphosphoric acid sulfolane. Run at temperature 100 celsius, time 24 hour. Product: BrC1=CC(=C(C=C1)C1=C(C=C(C=C1)Br)C=1NC2=C(N1)C=CC=C2)C=2NC1=C(N2)C=CC=C1 (4,4'-dibromo-2,2'-bisbenzimidazolyl biphenyl). RXN SMILES: [Br:1][C:2]1[CH:3]=[C:4]([C:18](O)=O)[C:5]([C:8]2[C:9](=[CH:13][C:14]([Br:17])=[CH:15][CH:16]=2)[C:10](O)=O)=[CH:6][CH:7]=1.[C:21]1([NH2:28])[CH:26]=[CH:25][CH:24]=[CH:23][C:22]=1[NH2:27].O>CS(O)(=O)=O.O=P12OP3(OP(OP(O3)(O1)=O)(=O)O2)=O>[Br:1][C:2]1[CH:7]=[CH:6][C:5]([C:8]2[CH:16]=[CH:15][C:14]([Br:17])=[CH:13][C:9]=2[C:10]2[NH:27][C:22]3[CH:23]=[CH:24][CH:25]=[CH:26][C:21]=3[N:28]=2)=[C:4]([C:18]2[NH:27][C:22]3[CH:23]=[CH:24][CH:25]=[CH:26][C:21]=3[N:28]=2)[CH:3]=1 |f:3.4|. Procedure details: To a mixture containing 3.0 g of 4,4'-dibromodiphenic acid and 1.8 g of o-phenylene diamine was added 100 g of polyphosphoric acid (85%). The mixture was stirred and heated at 60° C. for 1 hour, 100° C. for 1 hour, and finally at 160° C. for 24 hours. The cooled heterogenous mixture was poured into 2L of distilled water. The procedure was not successful in that the product was identified as an anhydride (IR, MS and elemental analysis). This procedure was repeated using methanesulfonic acid/phosp... The reactants are O=C(NCC12CC3CC(CC(C3)C1)C2)c1cc(Br)ncc1Cl, C#CCO, CCNCC, [Cu]I. Product: O=C(NCC12CC3CC(CC(C3)C1)C2)c1cc(C#CCO)ncc1Cl. Reaction SMILES: [C:1]12([CH2:11][NH:12][C:13]([c:14]3[cH:15][c:16]([Br:21])[n:17][cH:18][c:19]3[Cl:20])=[O:22])[CH2:2][CH:3]3[CH2:4][CH:5]([CH2:6][CH:7]([CH2:8]1)[CH2:9]3)[CH2:10]2.[CH2:23]([C:24]#[CH:25])[OH:26].[CH2:29]([NH:30][CH2:31][CH3:32])[CH3:33].[Cu:27][I:28]>>[C:1]12([CH2:11][NH:12][C:13]([c:14]3[cH:15][c:16]([C:25]#[C:24][CH2:23][OH:26])[n:17][cH:18][c:19]3[Cl:20])=[O:22])[CH2:2][CH:3]3[CH2:4][CH:5]([CH2:6][CH:7]([CH2:8]1)[CH2:9]3)[CH2:10]2.